Dataset: the Open Reaction Database (ORD), a public repository of structured organic reaction records. Task: describe an organic reaction: reactants, conditions, products, and yield As a reaction SMILES: Cl[C:2]1[C:10]([N+:11]([O-:13])=[O:12])=[CH:9][C:5]([C:6]([NH2:8])=[O:7])=[CH:4][C:3]=1[N+:14]([O-:16])=[O:15].[NH:17]1[CH2:19][CH2:18]1>CCOC(C)=O>[N:17]1([C:2]2[C:10]([N+:11]([O-:13])=[O:12])=[CH:9][C:5]([C:6]([NH2:8])=[O:7])=[CH:4][C:3]=2[N+:14]([O-:16])=[O:15])[CH2:19][CH2:18]1. Run in CCOC(=O)C (EtOAc). Product: N1(CC1)C1=C(C=C(C(=O)N)C=C1[N+](=O)[O-])[N+](=O)[O-] (4-(Aziridin-1-yl)-3,5-dinitrobenzamide). Procedure: Reaction of 4-chloro-3,5-dinitrobenzamide (Ullman et al., Annalen, 1909, 366, 82) with aziridine in EtOAc as above for 2 h gave 19: mp 228-231° C., 1H NMR [(CD3)2SO] δ8.68 (s, 2H, H-2,6), 8.33, 7.75 (2 br s, 2H, CONH2), 2.36 (s, 4H, aziridine-H), 13NMR 163.77 (s), 145 16 (s), 143.40 (s), 128.43 (d), 125.89 (s), 30 61 (t). Anal. Calcd for C9H8N4O5: C, 42.86;H, 3.20, N, 22.22. Found: C, 43.15,H, 2.98; N, 22.13%. Starting materials: ClC1=C(C=C(C(=O)N)C=C1[N+](=O)[O-])[N+](=O)[O-] (4-chloro-3,5-dinitrobenzamide), N1CC1 (aziridine). Starting materials: CO, COC(=O)c1ccc(Cl)c(-c2nc(C(C)C)no2)c1Cl, [Na+], [OH-]. The product is CC(C)c1noc(-c2c(Cl)ccc(C(=O)O)c2Cl)n1. Reaction SMILES: [CH3:23][OH:24].[Cl:3][c:4]1[c:5]([C:6](=[O:7])[O:8][CH3:9])[cH:10][cH:11][c:12]([Cl:22])[c:13]1-[c:14]1[n:15][c:16]([CH:19]([CH3:20])[CH3:21])[n:17][o:18]1.[Na+:2].[OH-:1]>>[Cl:3][c:4]1[c:5]([C:6](=[O:7])[OH:8])[cH:10][cH:11][c:12]([Cl:22])[c:13]1-[c:14]1[n:15][c:16]([CH:19]([CH3:20])[CH3:21])[n:17][o:18]1. Starting materials: OC=1C=C2C=CC(=CC2=CC1)C=1OC2=C(N1)C=C(C=C2)CCCC (2-(6-hydroxy-2-naphthyl)-5-butylbenzooxazole), C(CCCCCCC)I (octyl iodide), [OH-].[K+] (potassium hydroxide), C(CCC)O (butanol). The solvent is O (water). Product: C(CCCCCCC)OC=1C=C2C=CC(=CC2=CC1)C=1OC2=C(N1)C=C(C=C2)CCCC (2-(6-octyloxy-2-naphthyl)-5-butylbenzooxazole). Isolated yield 56.6%. As a reaction SMILES: [OH:1][C:2]1[CH:3]=[C:4]2[C:9](=[CH:10][CH:11]=1)[CH:8]=[C:7]([C:12]1[O:13][C:14]3[CH:20]=[CH:19][C:18]([CH2:21][CH2:22][CH2:23][CH3:24])=[CH:17][C:15]=3[N:16]=1)[CH:6]=[CH:5]2.[CH2:25](I)[CH2:26][CH2:27][CH2:28][CH2:29][CH2:30][CH2:31][CH3:32].[OH-].[K+].C(O)CCC>O>[CH2:25]([O:1][C:2]1[CH:3]=[C:4]2[C:9](=[CH:10][CH:11]=1)[CH:8]=[C:7]([C:12]1[O:13][C:14]3[CH:20]=[CH:19][C:18]([CH2:21][CH2:22][CH2:23][CH3:24])=[CH:17][C:15]=3[N:16]=1)[CH:6]=[CH:5]2)[CH2:26][CH2:27][CH2:28][CH2:29][CH2:30][CH2:31][CH3:32] |f:2.3|. Reported procedure: In a 30ml round-bottom flask, 0.47 g (1.48 m mole) of 2-(6-hydroxy-2-naphthyl)-5-butylbenzooxazole, 0.43 g (1.79 m mole) of octyl iodide, 0.12 g (1.82 m mole) of potassium hydroxide and 5 ml of butanol were placed, followed by refluxing for 310 minutes. The reaction mixture was poured into water, extracted from ethyl acetate to obtain an organic layer. The organic layer was washed with water dried with mirabilite and dried under reduced pressure to obtain a resultant. The resultant was recrystal... The reactants are BrC1=CC=C(C=C1)C(OC(C(=O)OC)CC(C)C)C=1C=NC=CC1 (methyl 2-[(4-bromophenyl)(pyridin-3-yl)methoxy]-4-methylpentanoate), [OH-].[K+] (potassium hydroxide). The product is [K+].BrC1=CC=C(C=C1)C(OC(C(=O)[O-])CC(C)C)C=1C=NC=CC1 (2-[(4-bromophenyl)(pyridin-3-yl)methoxy]-4-methylpentanoic acid potassium salt). As a reaction SMILES: [Br:1][C:2]1[CH:7]=[CH:6][C:5]([CH:8]([C:19]2[CH:20]=[N:21][CH:22]=[CH:23][CH:24]=2)[O:9][CH:10]([CH2:15][CH:16]([CH3:18])[CH3:17])[C:11]([O:13]C)=[O:12])=[CH:4][CH:3]=1.[OH-].[K+:26]>>[K+:26].[Br:1][C:2]1[CH:7]=[CH:6][C:5]([CH:8]([C:19]2[CH:20]=[N:21][CH:22]=[CH:23][CH:24]=2)[O:9][CH:10]([CH2:15][CH:16]([CH3:18])[CH3:17])[C:11]([O-:13])=[O:12])=[CH:4][CH:3]=1 |f:1.2,3.4|. Procedure details: Using the same protocol as described in example 17, step 5, methyl 2-[(4-bromophenyl)(pyridin-3-yl)methoxy]-4-methylpentanoate from step 2 (268 mg, 0.68 mmol) was hydrolysed with potassium hydroxide. The solid residue obtained was used as such in the next step.